This data is from the Open Reaction Database (ORD), a public repository of structured organic reaction records. The task is: describe an organic reaction: reactants, conditions, products, and yield The reactants are COC(=O)C1CCc2c([nH]c3ccc(Cl)cc23)C1, CO, CCOC(C)=O, N. The product is NC(=O)C1CCc2c([nH]c3ccc(Cl)cc23)C1. RXN SMILES: [CH3:1][O:2][C:3](=[O:4])[CH:5]1[CH2:6][c:7]2[nH:8][c:9]3[cH:10][cH:11][c:12]([Cl:18])[cH:13][c:14]3[c:15]2[CH2:16][CH2:17]1.[CH3:20][OH:21].[CH3:22][CH2:23][O:24][C:25](=[O:26])[CH3:27].[NH3:19]>>[O:2]=[C:3]([CH:5]1[CH2:6][c:7]2[nH:8][c:9]3[cH:10][cH:11][c:12]([Cl:18])[cH:13][c:14]3[c:15]2[CH2:16][CH2:17]1)[NH2:19]. Starting materials: FC(C(=O)O)(F)F.FC(C(=O)O)(F)F.FC(C(=O)O)(F)F.NC1=C(C(=NC=2N1N=CC2C=2C=CC(=NC2)C(C)(C)O)C2CC1CCC(C2)N1)I (2-{5-[7-amino-5-(8-azabicyclo[3.2.1]oct-3-yl)-6-iodopyrazolo[1,5-a]pyrimidin-3-yl]pyridin-2-yl}propan-2-ol tris(trifluoroacetate)), CS(=O)[O-].[Na+] (sodium methanesulfinate), CS(=O)C (dimethyl sulfoxide). Reagents/catalysts: [Cu]I (Copper(I) iodide). Yields the product NC1=C(C(=NC=2N1N=CC2C=2C=CC(=NC2)C(C)(C)O)C2CC1CCC(C2)N1)S(=O)(=O)C (2-{5-[7-amino-5-(8-azabicyclo[3.2.1]oct-3-yl)-6-(methylsulfonyl)pyrazolo[1,5-a]pyrimidin-3-yl]pyridin-2-yl}propan-2-ol). Yield: 82.1%. Reaction SMILES: FC(F)(F)C(O)=O.FC(F)(F)C(O)=O.FC(F)(F)C(O)=O.[NH2:22][C:23]1[N:28]2[N:29]=[CH:30][C:31]([C:32]3[CH:33]=[CH:34][C:35]([C:38]([OH:41])([CH3:40])[CH3:39])=[N:36][CH:37]=3)=[C:27]2[N:26]=[C:25]([CH:42]2[CH2:48][CH:47]3[NH:49][CH:44]([CH2:45][CH2:46]3)[CH2:43]2)[C:24]=1I.[CH3:51][S:52]([O-:54])=[O:53].[Na+].CS(C)=O>[Cu]I>[NH2:22][C:23]1[N:28]2[N:29]=[CH:30][C:31]([C:32]3[CH:33]=[CH:34][C:35]([C:38]([OH:41])([CH3:40])[CH3:39])=[N:36][CH:37]=3)=[C:27]2[N:26]=[C:25]([CH:42]2[CH2:48][CH:47]3[NH:49][CH:44]([CH2:45][CH2:46]3)[CH2:43]2)[C:24]=1[S:52]([CH3:51])(=[O:54])=[O:53] |f:0.1.2.3,4.5|. Reported procedure: 2-{5-[7-amino-5-(8-azabicyclo[3.2.1]oct-3-yl)-6-iodopyrazolo[1,5-a]pyrimidin-3-yl]pyridin-2-yl}propan-2-ol tris(trifluoroacetate) (salt) (0.720 g, 0.851 mmol), sodium methanesulfinate (306 mg, 2.55 mmol), and Copper(I) iodide (486 mg, 2.55 mmol) were dissolved/suspended in dry dimethyl sulfoxide (18 mL, 250 mmol) under a nitrogen atmosphere. The reaction was placed in an oil bath at 90° C. After mixing 15 min, HPLC showed the starting material to have been consumed and a mixture of the desired m...